This data is from the Open Reaction Database (ORD), a public repository of structured organic reaction records. The task is: describe an organic reaction: reactants, conditions, products, and yield Starting materials: CC(C)(C)OC(=O)C(=[N+]=[N-])C(=O)COC1NC(=O)C1NC(=O)c1ccccc1, [Hg], C1CCOC1, c1ccccc1. The product is CC(C)(C)OC(=O)C1=C(O)COC2C(NC(=O)c3ccccc3)C(=O)N12. Reaction SMILES: [C:1]([c:2]1[cH:3][cH:4][cH:5][cH:6][cH:7]1)(=[O:8])[NH:9][CH:10]1[C:11](=[O:28])[NH:12][CH:13]1[O:14][CH2:15][C:16]([C:17]([C:18](=[O:19])[O:20][C:21]([CH3:22])([CH3:23])[CH3:24])=[N+:25]=[N-:26])=[O:27].[Hg:40].[O:29]1[CH2:30][CH2:31][CH2:32][CH2:33]1.[cH:34]1[cH:35][cH:36][cH:37][cH:38][cH:39]1>>[C:1]([c:2]1[cH:3][cH:4][cH:5][cH:6][cH:7]1)(=[O:8])[NH:9][CH:10]1[C:11](=[O:28])[N:12]2[CH:13]1[O:14][CH2:15][C:16]([OH:27])=[C:17]2[C:18](=[O:19])[O:20][C:21]([CH3:22])([CH3:23])[CH3:24]. The reactants are NC=1N(C=C(N1)CC)N=CC1=CC=CC=C1 (2-amino-1-benzylideneamino-4-ethyl-imidazole), Cl (hydrochloric acid). Reaction conditions: temperature 120 celsius. The product is Cl.NN1C(=NC(=C1)CC)N (1,2-Diamino-4-ethyl-imidazole hydrochloride). RXN SMILES: [NH2:1][C:2]1[N:3]([N:9]=CC2C=CC=CC=2)[CH:4]=[C:5]([CH2:7][CH3:8])[N:6]=1.[ClH:17]>>[ClH:17].[NH2:9][N:3]1[CH:4]=[C:5]([CH2:7][CH3:8])[N:6]=[C:2]1[NH2:1] |f:2.3|. Reported procedure: A mixture of 4.29 g (0.02 mol) of 2-amino-1-benzylideneamino-4-ethyl-imidazole and 25 ml of 2N hydrochloric acid is heated to 120° C. and subjected to steam distillation for one hour. The distillation residue is cooled and then concentrated to dryness by evaporation, and the residue is crystallized from ethanol/ethyl acetate. In that manner there is obtained the title compound, m.p. 124°-125° C., 1H-NMR (DMSO/D2 0) δ=6.53 (s, 1H); 2.36 (q, 2H); 1.07 (t, 3H). Reactants: S1C=CC=C1 (Thiophene), C=O (formaldehyde), C(C)(C)C1=CC=C(C(=O)N)C=C1 (4-isopropylbenzamide). Run in C(=O)O (formic acid). The product is S1C(=CC=C1)CNC(C1=CC=C(C=C1)C(C)C)=O (N-(2-thienylmethyl)-4-isopropylbenzamide). Yield: 80.0%. Reaction SMILES: [S:1]1[CH:5]=[CH:4][CH:3]=[CH:2]1.[CH2:6]=O.[CH:8]([C:11]1[CH:19]=[CH:18][C:14]([C:15]([NH2:17])=[O:16])=[CH:13][CH:12]=1)([CH3:10])[CH3:9]>C(O)=O>[S:1]1[CH:5]=[CH:4][CH:3]=[C:2]1[CH2:6][NH:17][C:15](=[O:16])[C:14]1[CH:18]=[CH:19][C:11]([CH:8]([CH3:10])[CH3:9])=[CH:12][CH:13]=1. Procedure: Thiophene (50 mmol), formaldehyde (10 mmol) and 4-isopropylbenzamide (10 mmol}were stirred in formic acid (10 ml) at 20° C. for four hours and treated in the same manner as in Example 2 to obtain N-(2-thienylmethyl)-4-isopropylbenzamide. Yield: 80%. Starting materials: C1(=CC=CC=C1)[O-].[Na+] (sodium phenolate), Cl.C(C)(C)(C)NCC(=O)C1=CC(=C(C=C1)O)O (3,4-dihydroxyphenyl tert-butylaminomethyl ketone hydrochloride), C[O-].[Na+] (sodium methoxide). Solvent: CN(C=O)C (N,N-dimethylformamide). The product is C1(=CC=C(C=C1)Cl)C (p-toluyl chloride), C(C)(C)(C)NCC(=O)C1=CC(=C(C=C1)OC1=CC=C(C=C1)C)O (3-hydroxy-4-(p-toluyloxy)phenyl tert-butylaminomethyl ketone). RXN SMILES: [ClH:1].[C:2]([NH:6][CH2:7][C:8]([C:10]1[CH:15]=[CH:14][C:13]([OH:16])=[C:12]([OH:17])[CH:11]=1)=[O:9])([CH3:5])([CH3:4])[CH3:3].[CH3:18][O-].[Na+].[C:21]1([O-])[CH:26]=[CH:25][CH:24]=[CH:23][CH:22]=1.[Na+]>CN(C)C=O>[C:10]1([CH3:8])[CH:15]=[CH:14][C:13]([Cl:1])=[CH:12][CH:11]=1.[C:2]([NH:6][CH2:7][C:8]([C:10]1[CH:15]=[CH:14][C:13]([O:16][C:24]2[CH:25]=[CH:26][C:21]([CH3:18])=[CH:22][CH:23]=2)=[C:12]([OH:17])[CH:11]=1)=[O:9])([CH3:5])([CH3:3])[CH3:4] |f:0.1,2.3,4.5|. Reported procedure: Following a procedure similar to that described in Example 58A above, 13 g. of 3,4-dihydroxyphenyl tert-butylaminomethyl ketone hydrochloride was reacted with 8.1 g. of sodium methoxide in 200 ml. of N,N-dimethylformamide, and the resulting sodium phenolate was interacted with 8.5 g. of p-toluyl chloride to yield 3-hydroxy-4-(p-toluyloxy)phenyl tert-butylaminomethyl ketone. This base was converted to the methanesulfonate by treatment, in 200 ml. of warm N,N-dimethylformamide, with methanesulfoni... The reactants are C1COCCN1, C1CCOC1, Cc1nc2nccc(Cl)c2cc1C(=O)NCc1cccc(C(F)(F)F)c1. Product: Cc1nc2nccc(N3CCOCC3)c2cc1C(=O)NCc1cccc(C(F)(F)F)c1. RXN SMILES: [CH2:27]1[CH2:28][O:29][CH2:30][CH2:31][NH:32]1.[CH2:33]1[O:34][CH2:35][CH2:36][CH2:37]1.[Cl:1][c:2]1[c:3]2[cH:4][c:5]([C:13](=[O:14])[NH:15][CH2:16][c:17]3[cH:18][c:19]([C:23]([F:24])([F:25])[F:26])[cH:20][cH:21][cH:22]3)[c:6]([CH3:12])[n:7][c:8]2[n:9][cH:10][cH:11]1>>[c:2]1([N:32]2[CH2:27][CH2:28][O:29][CH2:30][CH2:31]2)[c:3]2[cH:4][c:5]([C:13](=[O:14])[NH:15][CH2:16][c:17]3[cH:18][c:19]([C:23]([F:24])([F:25])[F:26])[cH:20][cH:21][cH:22]3)[c:6]([CH3:12])[n:7][c:8]2[n:9][cH:10][cH:11]1. Starting materials: O=C(NC1CCNCC1)c1ccccc1, CC(=O)O, CO, C=Cc1ccncc1. Product: O=C(NC1CCN(CCc2ccncc2)CC1)c1ccccc1. As a reaction SMILES: [C:9]([c:10]1[cH:11][cH:12][cH:13][cH:14][cH:15]1)(=[O:16])[NH:17][CH:18]1[CH2:19][CH2:20][NH:21][CH2:22][CH2:23]1.[CH3:24][C:25](=[O:26])[OH:27].[CH3:28][OH:29].[CH:1](=[CH2:2])[c:3]1[cH:4][cH:5][n:6][cH:7][cH:8]1>>[CH2:1]([CH2:2][N:21]1[CH2:20][CH2:19][CH:18]([NH:17][C:9]([c:10]2[cH:11][cH:12][cH:13][cH:14][cH:15]2)=[O:16])[CH2:23][CH2:22]1)[c:3]1[cH:4][cH:5][n:6][cH:7][cH:8]1. Procedure details: 263 g of 3-(1-hydroxypentylidene)-5-nitro-3H-benzofuran-2-one, 480 g of acetic acid and 190 g of 90% concentrated sulphuric acid are charged to a three-necked round-bottomed flask. Starting materials: OC(CCCC)=C1C(OC2=C1C=C(C=C2)[N+](=O)[O-])=O (3-(1-hydroxypentylidene)-5-nitro-3H-benzofuran-2-one), S(O)(O)(=O)=O (sulphuric acid), C(C)(=O)O (acetic acid). Yields the product C(CCC)C=1OC2=C(C1C(=O)O)C=C(C=C2)[N+](=O)[O-] (2-(n-butyl)-3-carboxy-5-nitrobenzofuran). As a reaction SMILES: O[C:2](=[C:7]1[C:11]2[CH:12]=[C:13]([N+:16]([O-:18])=[O:17])[CH:14]=[CH:15][C:10]=2[O:9][C:8]1=O)[CH2:3][CH2:4]CC.S(=O)(=O)(O)O.[C:25]([OH:28])(=[O:27])[CH3:26]>>[CH2:7]([C:8]1[O:9][C:10]2[CH:15]=[CH:14][C:13]([N+:16]([O-:18])=[O:17])=[CH:12][C:11]=2[C:26]=1[C:25]([OH:28])=[O:27])[CH2:2][CH2:3][CH3:4].